From a dataset of the Open Reaction Database (ORD), a public repository of structured organic reaction records. describe an organic reaction: reactants, conditions, products, and yield Starting materials: BrCC(=O)C1=C(C=C(C=C1C)O)C (2-Bromo-1-(4-hydroxy-2,6-dimethylphenyl)ethanone), NC(=S)N (thiourea). The solvent is CCO (EtOH). Yields the product NC=1SC=C(N1)C1=C(C=C(C=C1C)O)C (4-(2-Aminothiazol-4-yl)-3,5-dimethylphenol). The yield is 79.0%. As a reaction SMILES: Br[CH2:2][C:3]([C:5]1[C:10]([CH3:11])=[CH:9][C:8]([OH:12])=[CH:7][C:6]=1[CH3:13])=O.[NH2:14][C:15]([NH2:17])=[S:16]>CCO>[NH2:17][C:15]1[S:16][CH:2]=[C:3]([C:5]2[C:10]([CH3:11])=[CH:9][C:8]([OH:12])=[CH:7][C:6]=2[CH3:13])[N:14]=1. Procedure details: A mixture of 2-bromo-1-(4-hydroxy-2,6-dimethylphenyl)ethanone (5-1, 2.43 g, 10.0 mmol) and thiourea (1.37 g, 18.0 mmol) in 95% EtOH (30 mL) was heated at reflux for 120 min. The solution was concentrated and added with water (50 mL) and saturated aqueous Na2CO3 (5.0 mL). The resultant precipitate was filtered and washed with a solution of 50% EtOAc in hexanes. The solids were dried under vacuum to give 4-(2-aminothiazol-4-yl)-3,5-dimethylphenol (5-2, 1.74 g) as pale yellow solids in 79% yield: 1... Starting materials: CC(C)([O-])C.[K+] (potassium tert-butoxide), CC1=CC=C(C=C1)S (4-methylthiophenol), O (water), BrC1=C(C=CC=C1)Br (1,2-dibromobenzene). Run in CN1C(CCC1)=O (N-methyl-2-pyrrolidone), CN1C(CCC1)=O (N-methyl-2-pyrrolidone), C1(=CC=CC=C1)C (toluene). Conditions: temperature 100 celsius. Product: C1(=CC=C(C=C1)SC1=C(C=CC=C1)Br)C (2-(4-tolylsulfanyl)-phenyl bromide). Reaction SMILES: CC(C)([O-])C.[K+].[CH3:7][C:8]1[CH:13]=[CH:12][C:11]([SH:14])=[CH:10][CH:9]=1.[Br:15][C:16]1[CH:21]=[CH:20][CH:19]=[CH:18][C:17]=1Br.O>CN1CCCC1=O.C1(C)C=CC=CC=1>[C:8]1([CH3:7])[CH:13]=[CH:12][C:11]([S:14][C:17]2[CH:18]=[CH:19][CH:20]=[CH:21][C:16]=2[Br:15])=[CH:10][CH:9]=1 |f:0.1|. Procedure details: To a stirred solution of potassium tert-butoxide (75 g, 0.668 mol, 1.1 eq) in N-methyl-2-pyrrolidone (225 mL) a solution of 4-methylthiophenol (78 g, 0.628 mol, 1.0 eq) dissolved in N-methyl-2-pyrrolidone (225 mL) was added. To the reaction mixture was then added to 1,2-dibromobenzene (73 mL, 605 mol, 1.0 eq); once the addition was complete the reaction mixture was warmed to 100° C. and maintained at this temperature for approximately 22 hrs. (The reaction is monitored by HPLC). After cooling to...